Dataset: the Open Reaction Database (ORD), a public repository of structured organic reaction records. Task: describe an organic reaction: reactants, conditions, products, and yield Starting materials: CC(C)C(=O)N1CCC(=O)CC1, CC(=O)O, NCc1ccccc1Oc1ccc(Cl)cc1. Product: CC(C)C(=O)N1CCC(NCc2ccccc2Oc2ccc(Cl)cc2)CC1. Reaction SMILES: [C:17]([CH:18]([CH3:19])[CH3:20])(=[O:21])[N:22]1[CH2:23][CH2:24][C:25](=[O:28])[CH2:26][CH2:27]1.[CH3:29][C:30](=[O:31])[OH:32].[Cl:1][c:2]1[cH:3][cH:4][c:5]([O:6][c:7]2[c:8]([CH2:9][NH2:10])[cH:11][cH:12][cH:13][cH:14]2)[cH:15][cH:16]1>>[Cl:1][c:2]1[cH:3][cH:4][c:5]([O:6][c:7]2[c:8]([CH2:9][NH:10][CH:25]3[CH2:24][CH2:23][N:22]([C:17]([CH:18]([CH3:19])[CH3:20])=[O:21])[CH2:27][CH2:26]3)[cH:11][cH:12][cH:13][cH:14]2)[cH:15][cH:16]1. The reactants are CN1S(C2=C(N(C=3C=CC=CC23)C)C(C1)=O)(=O)=O (2,5-dihydro-2,5-dimethyl-1,2-thiazino[5,6-b]indole-4(3H)-one-1,1-dioxide), C1(=CC=CC=C1)N=C=O (phenyl isocyanate), 230, [H-].[Na+] (sodium hydride), Cl (hydrochloric acid). Run in CN(C=O)C (dimethylformamide), CN(C=O)C (dimethylformamide). Conditions: time 30 minute. The product is 340, CN1S(C2=C(N(C=3C=CC=CC23)C)C(=C1C(=O)NC1=CC=CC=C1)O)(=O)=O (2,5-dihydro-2,5-dimethyl-4-hydroxy-N-phenyl-1,2-thiazino[5,6-b]indole-3-carboxamide-1,1-dioxide). The yield is 27.0%. RXN SMILES: [CH3:1][N:2]1[CH2:15][C:14](=[O:16])[C:5]2[N:6]([CH3:13])[C:7]3[CH:8]=[CH:9][CH:10]=[CH:11][C:12]=3[C:4]=2[S:3]1(=[O:18])=[O:17].[C:19]1([N:25]=[C:26]=[O:27])[CH:24]=[CH:23][CH:22]=[CH:21][CH:20]=1.[H-].[Na+].Cl>CN(C)C=O>[CH3:1][N:2]1[C:15]([C:26]([NH:25][C:19]2[CH:24]=[CH:23][CH:22]=[CH:21][CH:20]=2)=[O:27])=[C:14]([OH:16])[C:5]2[N:6]([CH3:13])[C:7]3[CH:8]=[CH:9][CH:10]=[CH:11][C:12]=3[C:4]=2[S:3]1(=[O:18])=[O:17] |f:2.3|. Procedure: A solution of 1.0 gm (3.7 millimols) of 2,5-dihydro-2,5-dimethyl-1,2-thiazino[5,6-b]indole-4(3H)-one-1,1-dioxide and 0.44 ml (4.0 millimols) of phenyl isocyanate in 20 ml of dimethylformamide was added to a suspension of 230 mgm of a 55% sodium hydride-in-oil dispersion (5.0 millimols) in 15 ml of dimethylformamide, while cooling on ice. The reaction mixture was stirred for 30 min. on an ice bath and then for 4 hours at room temperature. Afterwards, it was stirred into 100 ml of aqueous 3 N hydr...